This data is from the Open Reaction Database (ORD), a public repository of structured organic reaction records. The task is: describe an organic reaction: reactants, conditions, products, and yield Starting materials: O=Cc1c[nH]c2ccc(Br)cc12, CC(=O)O, CCC[N+](=O)[O-], [NH4+], [NH4+], O=P([O-])([O-])O. Product: N#Cc1c[nH]c2ccc(Br)cc12. As a reaction SMILES: [Br:1][c:2]1[cH:3][c:4]2[c:5]([CH:11]=[O:12])[cH:6][nH:7][c:8]2[cH:9][cH:10]1.[CH3:26][C:27](=[O:28])[OH:29].[N+:20]([CH2:21][CH2:22][CH3:23])([O-:24])=[O:25].[NH4+:18].[NH4+:19].[P:13]([O-:14])([O-:15])([OH:16])=[O:17]>>[Br:1][c:2]1[cH:3][c:4]2[c:5]([C:11]#[N:20])[cH:6][nH:7][c:8]2[cH:9][cH:10]1. Starting materials: OC=1C=C(C(=O)OCC)C=C(C1)O (ethyl 3,5-dihydroxybenzoate), Cl (hydrochloric acid), [H-].[Na+] (sodium hydride), ICC (Iodoethane). The solvent is CN(C=O)C (N,N-dimethylformamide), O (water). Run at time 30 minute. The product is C(C)OC=1C=C(C(=O)OCC)C=C(C1)O (ethyl 3-ethoxy-5-hydroxybenzoate). Isolated yield 39.0%. As a reaction SMILES: [OH:1][C:2]1[CH:3]=[C:4]([CH:10]=[C:11]([OH:13])[CH:12]=1)[C:5]([O:7][CH2:8][CH3:9])=[O:6].[H-].[Na+].I[CH2:17][CH3:18].Cl>CN(C)C=O.O>[CH2:17]([O:1][C:2]1[CH:3]=[C:4]([CH:10]=[C:11]([OH:13])[CH:12]=1)[C:5]([O:7][CH2:8][CH3:9])=[O:6])[CH3:18] |f:1.2|. Procedure details: To a solution of ethyl 3,5-dihydroxybenzoate (15.0 g) in N,N-dimethylformamide (180 ml) was gradually added sodium hydride (60% in oil, 3.30 g) at 0° C. and the mixture was stirred for 30 min. Iodoethane (12.9 g) was added and the mixture was further stirred for 2 hrs. The reaction mixture was poured into water, acidified with 2N hydrochloric acid and the mixture was extracted with ethyl acetate. The ethyl acetate layer was washed with water, dried (MgSO4) and concentrated. The obtained residue ...